This data is from the Open Reaction Database (ORD), a public repository of structured organic reaction records. The task is: describe an organic reaction: reactants, conditions, products, and yield Reactants: solution, CC(C)C[AlH]CC(C)C (DIBALH), COC1=CC=C(C=C1)CC(=O)OC (methyl 4-methoxyphenylacetate), ice, CCOCC (Et2O). The solvent is C1(=CC=CC=C1)C (toluene), C1(=CC=CC=C1)C (toluene). Run at temperature -78 celsius, time 0.5 hour. Yields the product COC1=CC=C(C=C1)CC=O ((4-Methoxyphenyl)ethanal). The yield is 90.4%. As a reaction SMILES: [CH3:1][O:2][C:3]1[CH:8]=[CH:7][C:6]([CH2:9][C:10](OC)=[O:11])=[CH:5][CH:4]=1.CC(C[AlH]CC(C)C)C.CCOCC>C1(C)C=CC=CC=1>[CH3:1][O:2][C:3]1[CH:8]=[CH:7][C:6]([CH2:9][CH:10]=[O:11])=[CH:5][CH:4]=1. Reported procedure: To a stirred solution of methyl 4-methoxyphenylacetate (45.0 g) in toluene (250 ml) cooled to -78° C., add a 1.5M solution of DIBALH in toluene (167 ml) over 5 h, maintaining the reaction temperature at -78° C. Stir for an additional 0.5 h, then pour into 1:1 ice/1M HCl (1500 ml) and Et2O (500 ml). Stir the slurry for 1 h, separate the layers and extract the aq. layer with Et2O (2×500 ml). Wash the combined organic layers with sat'd NaHCO3 (500 ml) and sat'd NaCl, dry (MgSO4), filter and evapora... The reactants are COC1=CC=C(C=C1)[C@@H]1SC2=C(N(C([C@@H]1O)=O)CCN(C)C)C=CC(=C2)Cl ((+)-cis-2-(4-methoxyphenyl)-3-hydroxy-5-[2-(dimethylamino)ethyl]-8-chloro-2,3-dihydro-1,5-benzothiazepin-4(5H)-one), [H-].[Na+] (sodium hydride), S(=O)(=O)(OC)OC (dimethyl sulfate). Solvent: C1=CC=CC=C1 (benzene). Reaction conditions: time 68 hour. Product: Cl.COC1=CC=C(C=C1)[C@@H]1SC2=C(N(C([C@@H]1OC)=O)CCN(C)C)C=CC(=C2)Cl ((+)-cis-2-(4-methoxyphenyl)-3-methoxy-5-[2-(dimethylamino)ethyl]-8-chloro-2,3-dihydro-1,5-benzothiazepin-4(5H)-one hydrochloride). Yield: 83.0%. Reaction SMILES: [CH3:1][O:2][C:3]1[CH:8]=[CH:7][C:6]([C@H:9]2[C@@H:15]([OH:16])[C:14](=[O:17])[N:13]([CH2:18][CH2:19][N:20]([CH3:22])[CH3:21])[C:12]3[CH:23]=[CH:24][C:25]([Cl:27])=[CH:26][C:11]=3[S:10]2)=[CH:5][CH:4]=1.[H-].[Na+].S(OC)(O[CH3:34])(=O)=O>C1C=CC=CC=1>[ClH:27].[CH3:1][O:2][C:3]1[CH:4]=[CH:5][C:6]([C@H:9]2[C@@H:15]([O:16][CH3:34])[C:14](=[O:17])[N:13]([CH2:18][CH2:19][N:20]([CH3:22])[CH3:21])[C:12]3[CH:23]=[CH:24][C:25]([Cl:27])=[CH:26][C:11]=3[S:10]2)=[CH:7][CH:8]=1 |f:1.2,5.6|. Reported procedure: A mixture of 1.5 g of (+)-cis-2-(4-methoxyphenyl)-3-hydroxy-5-[2-(dimethylamino)ethyl]-8-chloro-2,3-dihydro-1,5-benzothiazepin-4(5H)-one, 0.22 g of sodium hydride (62.2% oil dispersion) and 45 ml of benzene is refluxed for one hour. After cooling, 0.53 g of dimethyl sulfate is added to the mixture, and the mixture is stirred at room temperature for 68 hours. The mixture is further stirred at 50° C. for 3 hours. The reaction mixture is washed with an aqueous 10% sodium hydroxide solution and wate...